Dataset: the Open Reaction Database (ORD), a public repository of structured organic reaction records. Task: describe an organic reaction: reactants, conditions, products, and yield Starting materials: CC1=C(C=C(C(=C1)O)C(C)(C)C)C(CC(C)C1=C(C=C(C(=C1)C(C)(C)C)O)C)C1=C(C=C(C(=C1)C(C)(C)C)O)C (1,1,3-tris(2'-methyl-4'-hydroxy -5'-t-butylphenyl) butane), C1(=CC=CC=C1)OC(OC1=CC=CC=C1)=O (diphenylcarbonate), C([O-])([O-])=O.[K+].[K+] (potassium carbonate), C1(=CC=CC=C1)O (phenol). Product: C(O)(O)=O.CC1=C(C=C(C(=C1)O)C(C)(C)C)C(CC(C)C1=C(C=C(C(=C1)C(C)(C)C)O)C)C1=C(C=C(C(=C1)C(C)(C)C)O)C (1,1,3-tris(2'methyl-4'-hydroxy-5'-t-butylphenyl) butane carbonate). Procedure: 27.2g (0.05 mole) of 1,1,3-tris(2'-methyl-4'-hydroxy -5'-t-butylphenyl) butane, 8.6g (0.04 mole) of diphenylcarbonate and 0.05g of potassium carbonate were reacted under N2 atmosphere at 150° C for 3 hours, and then phenol was distilled off under reduced pressure (max. 160° C/3 mm Hg) to obtain a glassy solid. Distilled phenol residue after cooling was 100% of the calculated quantity and the molecular weight of the product was 2740 (calculated value: 2824). Reaction SMILES: [CH3:1][C:2]1[CH:7]=[C:6]([OH:8])[C:5]([C:9]([CH3:12])([CH3:11])[CH3:10])=[CH:4][C:3]=1[CH:13]([C:29]1[CH:34]=[C:33]([C:35]([CH3:38])([CH3:37])[CH3:36])[C:32]([OH:39])=[CH:31][C:30]=1[CH3:40])[CH2:14][CH:15]([C:17]1[CH:22]=[C:21]([C:23]([CH3:26])([CH3:25])[CH3:24])[C:20]([OH:27])=[CH:19][C:18]=1[CH3:28])[CH3:16].C1([O:47][C:48](=[O:56])[O:49]C2C=CC=CC=2)C=CC=CC=1.C(=O)([O-])[O-].[K+].[K+].C1(O)C=CC=CC=1>>[C:48](=[O:47])([OH:56])[OH:49].[CH3:40][C:30]1[CH:31]=[C:32]([OH:39])[C:33]([C:35]([CH3:36])([CH3:37])[CH3:38])=[CH:34][C:29]=1[CH:13]([C:3]1[CH:4]=[C:5]([C:9]([CH3:12])([CH3:11])[CH3:10])[C:6]([OH:8])=[CH:7][C:2]=1[CH3:1])[CH2:14][CH:15]([C:17]1[CH:22]=[C:21]([C:23]([CH3:24])([CH3:26])[CH3:25])[C:20]([OH:27])=[CH:19][C:18]=1[CH3:28])[CH3:16] |f:2.3.4,6.7|.